This data is from the Open Reaction Database (ORD), a public repository of structured organic reaction records. The task is: describe an organic reaction: reactants, conditions, products, and yield Reactants: Cl.CNC (dimethylamine hydrochloride), O.ON1N=NC2=C1C=CC=C2 (1-hydroxybenzotriazole monohydrate), Cl.CN(CCCN=C=NCC)C (1-(3-dimethylaminopropyl)-3-ethylcarbodiimide hydrochloride), compound, C(C)(=O)OCC (ethyl acetate). Solvent: CN(C=O)C (N,N-dimethylformamide). Reaction conditions: time 2 day. The product is ClC=1C=C2C(=C(NC2=CC1)C(=O)OCC)C(=O)N(C)C (Ethyl 5-chloro-3-[(dimethylamino)carbonyl]indole-2-carboxylate). RXN SMILES: [ClH:1].CNC.[OH2:5].O[N:7]1[C:11]2[CH:12]=[CH:13][CH:14]=[CH:15][C:10]=2N=N1.Cl.[CH3:17][N:18]([CH3:27])[CH2:19][CH2:20][CH2:21]N=C=NCC.[C:28]([O:31][CH2:32][CH3:33])(=[O:30])C>CN(C)C=O>[Cl:1][C:14]1[CH:15]=[C:10]2[C:11](=[CH:12][CH:13]=1)[NH:7][C:21]([C:28]([O:31][CH2:32][CH3:33])=[O:30])=[C:20]2[C:19]([N:18]([CH3:17])[CH3:27])=[O:5] |f:0.1,2.3,4.5|. Reported procedure: The compound (0.7 g) obtained in Referential Example 87 was dissolved in N,N-dimethylformamide (10 ml), and dimethylamine hydrochloride (0.26 g), 1-hydroxybenzotriazole monohydrate (0.43 g) and 1-(3-dimethylaminopropyl)-3-ethylcarbodiimide hydrochloride (1.0 g) were added to stir the mixture at room temperature for 2 days. After the reaction mixture was diluted with ethyl acetate and washed with 1N hydrochloric acid, a saturated aqueous solution of sodium hydrogencarbonate and saturated aqueous ... The reactants are CC12CCC3C(CCC4C(=[N+]=[N-])C(=O)CCC43C)C1CCC2O, O=[Cr](=O)([O-])Cl, c1cc[nH+]cc1. The product is CC12CCC3C(CCC4C(=[N+]=[N-])C(=O)CCC43C)C1CCC2=O. Reaction SMILES: [N+:1](=[N-:2])=[C:3]1[CH:4]2[CH2:5][CH2:6][CH:7]3[CH:8]4[CH2:9][CH2:10][CH:11]([OH:23])[C:12]4([CH3:13])[CH2:14][CH2:15][CH:16]3[C:17]2([CH3:22])[CH2:18][CH2:19][C:20]1=[O:21].[O:24]=[Cr:25]([Cl:26])([O-:27])=[O:28].[nH+:29]1[cH:30][cH:31][cH:32][cH:33][cH:34]1>>[N+:1](=[N-:2])=[C:3]1[CH:4]2[CH2:5][CH2:6][CH:7]3[CH:8]4[CH2:9][CH2:10][C:11](=[O:23])[C:12]4([CH3:13])[CH2:14][CH2:15][CH:16]3[C:17]2([CH3:22])[CH2:18][CH2:19][C:20]1=[O:21]. The reactants are CCOC(=O)CC1CCN(C(=O)OC(C)(C)C)CC1, C1CCOC1, CCOC(=O)C(F)(F)F, [H-], [Na+]. Yields the product CCOC(=O)C(C(=O)C(F)(F)F)C1CCN(C(=O)OC(C)(C)C)CC1. As a reaction SMILES: [CH2:12]([CH3:13])[O:14][C:15]([CH2:16][CH:17]1[CH2:18][CH2:19][N:20]([C:23](=[O:24])[O:25][C:26]([CH3:27])([CH3:28])[CH3:29])[CH2:21][CH2:22]1)=[O:30].[CH2:31]1[O:32][CH2:33][CH2:34][CH2:35]1.[F:1][C:2]([C:3](=[O:4])[O:5][CH2:6][CH3:7])([F:8])[F:9].[H-:10].[Na+:11]>>[F:1][C:2]([C:3](=[O:4])[CH:16]([C:15]([O:14][CH2:12][CH3:13])=[O:30])[CH:17]1[CH2:18][CH2:19][N:20]([C:23](=[O:24])[O:25][C:26]([CH3:27])([CH3:28])[CH3:29])[CH2:21][CH2:22]1)([F:8])[F:9]. Starting materials: O=C([O-])O, CCOC(C)=O, CCOC(=O)Cl, Nc1ccc(N2CCC(=O)CC2)cc1, [Na+], C1CCOC1, O. The product is CCOC(=O)Nc1ccc(N2CCC(=O)CC2)cc1. RXN SMILES: [C:15](=[O:16])([O-:17])[OH:18].[CH3:26][CH2:27][O:28][C:29](=[O:30])[CH3:31].[Cl:20][C:21](=[O:22])[O:23][CH2:24][CH3:25].[NH2:1][c:2]1[cH:3][cH:4][c:5]([N:8]2[CH2:9][CH2:10][C:11](=[O:14])[CH2:12][CH2:13]2)[cH:6][cH:7]1.[Na+:19].[O:32]1[CH2:33][CH2:34][CH2:35][CH2:36]1.[OH2:37]>>[NH:1]([c:2]1[cH:3][cH:4][c:5]([N:8]2[CH2:9][CH2:10][C:11](=[O:14])[CH2:12][CH2:13]2)[cH:6][cH:7]1)[C:21](=[O:22])[O:23][CH2:24][CH3:25].